From a dataset of the Open Reaction Database (ORD), a public repository of structured organic reaction records. describe an organic reaction: reactants, conditions, products, and yield Starting materials: COC1=C(OC)C(=O)C(Cc2ccc(OC(C)=O)c(C(=O)Nc3ccc(NC(=O)OC(C)(C)C)cc3)c2)=C(C)C1=O, CO, [Na+], O, O=C([O-])O. Product: COC1=C(OC)C(=O)C(Cc2ccc(O)c(C(=O)Nc3ccc(NC(=O)OC(C)(C)C)cc3)c2)=C(C)C1=O. As a reaction SMILES: [CH3:1][O:2][C:3]1=[C:8]([O:9][CH3:10])[C:7](=[O:11])[C:6]([CH2:12][c:13]2[cH:14][cH:15][c:16]([O:36][C:37](=[O:38])[CH3:39])[c:17]([C:18](=[O:19])[NH:20][c:21]3[cH:22][cH:23][c:24]([NH:27][C:28](=[O:29])[O:30][C:31]([CH3:32])([CH3:33])[CH3:34])[cH:25][cH:26]3)[cH:35]2)=[C:5]([CH3:40])[C:4]1=[O:41].[CH3:47][OH:48].[Na+:42].[OH2:49].[OH:43][C:44](=[O:45])[O-:46]>>[CH3:1][O:2][C:3]1=[C:8]([O:9][CH3:10])[C:7](=[O:11])[C:6]([CH2:12][c:13]2[cH:14][cH:15][c:16]([OH:36])[c:17]([C:18](=[O:19])[NH:20][c:21]3[cH:22][cH:23][c:24]([NH:27][C:28](=[O:29])[O:30][C:31]([CH3:32])([CH3:33])[CH3:34])[cH:25][cH:26]3)[cH:35]2)=[C:5]([CH3:40])[C:4]1=[O:41]. The reactants are [H-].[Na+] (NaH), BrCC(=O)OCCCCC=C (hex-5-enyl 2-bromoacetate), C(CCCC=C)O (5-hexen-1-ol). Run in C1CCOC1 (THF), C1CCOC1 (THF), C1CCOC1 (THF). The product is C(CCCC=C)OCC(=O)OCCCCC=C (Hex-5-enyl 2-(5-hexenyloxy)-acetate). Reaction SMILES: [CH2:1]([OH:7])[CH2:2][CH2:3][CH2:4][CH:5]=[CH2:6].[H-].[Na+].Br[CH2:11][C:12]([O:14][CH2:15][CH2:16][CH2:17][CH2:18][CH:19]=[CH2:20])=[O:13]>C1COCC1>[CH2:1]([O:7][CH2:11][C:12]([O:14][CH2:15][CH2:16][CH2:17][CH2:18][CH:19]=[CH2:20])=[O:13])[CH2:2][CH2:3][CH2:4][CH:5]=[CH2:6] |f:1.2|. Reported procedure: 3,5 g (34 mmol) of 5-hexen-1-ol, dissolved in 25 ml of THF, are added dropwise to a suspension of 0.95 g (28 mmol) of NaH in 20 ml of THF. When the addition is complete, 4.8 g (23 mmol) of hex-5-enyl 2-bromoacetate, dissolved in 15 ml of THF, are added dropwise. The mixture is then refluxed overnight. When the reaction is complete, the mixture is left to cool and quenched with 2N HCl. After the phases have separated, the aqueous phase is extracted again with Et2O and twice with EtOAc. The combin... Reactants: CCc1ccc(CBr)cc1, CS(C)=O, N#C[Na], O. The product is CCc1ccc(CC#N)cc1. RXN SMILES: [CH2:4]([CH3:5])[c:6]1[cH:7][cH:8][c:9]([CH2:10][Br:11])[cH:12][cH:13]1.[CH3:15][S:16](=[O:17])[CH3:18].[Na:1][C:2]#[N:3].[OH2:14]>>[C:2](#[N:3])[CH2:10][c:9]1[cH:8][cH:7][c:6]([CH2:4][CH3:5])[cH:13][cH:12]1. The reactants are CC(C)C[AlH]CC(C)C (DIBAL), C1CCOC1.CCCCCCC (THF heptane), CC(CN1C(N(C2=NC(=CC=C21)CCC(=O)OC)C)=O)(C)C (Methyl 3-[1-(2,2-dimethylpropyl)-3-methyl-2-oxo-2,3-dihydro-1H-imidazo[4,5-b]pyridin-5-yl]propanoate). The solvent is C1CCOC1 (THF). Reaction conditions: temperature -78 celsius, time 3 hour. Product: CC(CN1C(N(C2=NC(=CC=C21)CCCO)C)=O)(C)C (1-(2,2-Dimethylpropyl)-5-(3-hydroxypropyl)-3-methyl-1,3-dihydro-2H-imidazo[4,5-b]pyridin-2-one). Reaction SMILES: [CH3:1][C:2]([CH3:22])([CH3:21])[CH2:3][N:4]1[C:12]2[C:7](=[N:8][C:9]([CH2:13][CH2:14][C:15](OC)=[O:16])=[CH:10][CH:11]=2)[N:6]([CH3:19])[C:5]1=[O:20].CC(C[AlH]CC(C)C)C.C1COCC1.CCCCCCC>C1COCC1>[CH3:1][C:2]([CH3:22])([CH3:21])[CH2:3][N:4]1[C:12]2[C:7](=[N:8][C:9]([CH2:13][CH2:14][CH2:15][OH:16])=[CH:10][CH:11]=2)[N:6]([CH3:19])[C:5]1=[O:20] |f:2.3|. Procedure: To a stirred solution of 37-1 (0.45 g, 1.40 mmol) in THF (8 mL) chilled to −78° C. was added DIBAL 1.0M in THF heptane (4.22 mL, 4.22 mmol) dropwise. The resulting mixture was stirred at −78° C. for 3 hr, then quench with slow addition of Rochelle's salt solution (3 mL). The resulting mixture was allowed to warm to room temperature, diluted with water and extracted with ethyl acetate. The organic phase was concentrated and flash column separation using a 20-100% ethyl acetate/hexane gradient gav... Starting materials: C1(=CCCCC1)C1=NN(C2=CC(=CC=C12)CN(C(=O)[C@H]1CN(CCO1)C(=O)OC(C)(C)C)C1CC1)CCCOC (tert-butyl(2R)-2-{[{[3-cyclohex-1-ene-1-yl-1-(3-methoxypropyl)-1H-indazol-6-yl]methyl}(cyclopropyl)amino]carbonyl}morpholin-4-carboxylate), [H][H] (hydrogen). Reagents/catalysts: [C].[Pd] (Palladium-Carbon). Solvent: C(C)O (ethanol). Yields the product C1(CCCCC1)C1=NN(C2=CC(=CC=C12)CN(C(=O)[C@H]1CN(CCO1)C(=O)OC(C)(C)C)C1CC1)CCCOC (tert-butyl(2R)-2-{[{[3-cyclohexyl-1-(3-methoxypropyl)-1H-indazol-6-yl]methyl}(cyclopropyl)amino]carbonyl}morpholin-4-carboxylate). The yield is 34.9%. RXN SMILES: [C:1]1([C:7]2[C:15]3[C:10](=[CH:11][C:12]([CH2:16][N:17]([CH:33]4[CH2:35][CH2:34]4)[C:18]([C@@H:20]4[O:25][CH2:24][CH2:23][N:22]([C:26]([O:28][C:29]([CH3:32])([CH3:31])[CH3:30])=[O:27])[CH2:21]4)=[O:19])=[CH:13][CH:14]=3)[N:9]([CH2:36][CH2:37][CH2:38][O:39][CH3:40])[N:8]=2)[CH2:6][CH2:5][CH2:4][CH2:3][CH:2]=1.[H][H]>C(O)C.[C].[Pd]>[CH:1]1([C:7]2[C:15]3[C:10](=[CH:11][C:12]([CH2:16][N:17]([CH:33]4[CH2:34][CH2:35]4)[C:18]([C@@H:20]4[O:25][CH2:24][CH2:23][N:22]([C:26]([O:28][C:29]([CH3:31])([CH3:32])[CH3:30])=[O:27])[CH2:21]4)=[O:19])=[CH:13][CH:14]=3)[N:9]([CH2:36][CH2:37][CH2:38][O:39][CH3:40])[N:8]=2)[CH2:2][CH2:3][CH2:4][CH2:5][CH2:6]1 |f:3.4|. Procedure: 10% Palladium-Carbon (30 mg) was added to a solution of tert-butyl(2R)-2-{[{[3-cyclohex-1-ene-1-yl-1-(3-methoxypropyl)-1H-indazol-6-yl]methyl}(cyclopropyl)amino]carbonyl}morpholin-4-carboxylate (300 mg) in ethanol (5 ml) and the mixture was stirred under normal pressure of hydrogen atmosphere at room temperature for 5 hours. Insolble materials were filtered through Celite and the filtrate was concentrated in vacuo. The resulted residue was purified with a silica gel column chromatography (elutin... Starting materials: [O-]S(=O)S(=O)[O-].[Na+].[Na+] (Na2S2O4), BrC=1C(=C(C(=NC1)N)[N+](=O)[O-])N1CCN(CC1)CC=1N(C=CN1)C (5-bromo-4-(4-((1-methyl-1H-imidazol-2-yl)methyl)piperazin-1-yl)-3-nitropyridin-2-amine), CCO (EtOH), C(C1=CC=C(C=C1)OC)=O (p-anisaldehyde). The reagents and catalysts are N (NH3). The solvent is C(Cl)Cl (DCM), CN(C)C=O (DMF). Conditions: temperature 85 celsius. The product is BrC=1C(=C2C(=NC1)NC(=N2)C2=CC=C(C=C2)OC)N2CCN(CC2)CC=2N(C=CN2)C (6-Bromo-2-(4-methoxyphenyl)-7-(4-((1-methyl-1H-imidazol-2-yl)methyl)piperazin-1-yl)-3H-imidazo[4,5-b]pyridine). RXN SMILES: [Br:1][C:2]1[C:3]([N:12]2[CH2:17][CH2:16][N:15]([CH2:18][C:19]3[N:20]([CH3:24])[CH:21]=[CH:22][N:23]=3)[CH2:14][CH2:13]2)=[C:4]([N+:9]([O-])=O)[C:5]([NH2:8])=[N:6][CH:7]=1.CCO.[CH:28](=O)[C:29]1[CH:34]=[CH:33][C:32]([O:35][CH3:36])=[CH:31][CH:30]=1.[O-]S(S([O-])=O)=O.[Na+].[Na+]>C(Cl)Cl.N.CN(C=O)C>[Br:1][C:2]1[C:3]([N:12]2[CH2:17][CH2:16][N:15]([CH2:18][C:19]3[N:20]([CH3:24])[CH:21]=[CH:22][N:23]=3)[CH2:14][CH2:13]2)=[C:4]2[N:9]=[C:28]([C:29]3[CH:34]=[CH:33][C:32]([O:35][CH3:36])=[CH:31][CH:30]=3)[NH:8][C:5]2=[N:6][CH:7]=1 |f:3.4.5|. Procedure details: To a mixture of 5-bromo-4-(4-((1-methyl-1H-imidazol-2-yl)methyl)piperazin-1-yl)-3-nitropyridin-2-amine (0.035 g, 0.088 mmol, 1 eq), EtOH (2 mL) and DMF (0.3 mL), p-anisaldehyde (0.013 g, 0.097 mmol, 1.1 eq) was added followed by a freshly prepared aqueous solution of Na2S2O4 (1M; 0.26 mL, 0.26 mmol). The reaction mixture was heated at 85° C. for 24 h, then allowed to cool to room temperature, and diluted with DCM and a few drops of aqueous NH3 until complete dissolution was observed. This soluti... Starting materials: CN(Cc1cc(Br)n(S(=O)(=O)c2cccnc2)c1)C(=O)OC(C)(C)C, [Na+], [Na+], O=C([O-])[O-], OB(O)c1ccc(F)cc1, c1ccc(P(c2ccccc2)(c2ccccc2)[Pd](P(c2ccccc2)(c2ccccc2)c2ccccc2)(P(c2ccccc2)(c2ccccc2)c2ccccc2)P(c2ccccc2)(c2ccccc2)c2ccccc2)cc1. Yields the product CN(Cc1cc(-c2ccc(F)cc2)n(S(=O)(=O)c2cccnc2)c1)C(=O)OC(C)(C)C. Reaction SMILES: [C:1]([CH3:2])([CH3:3])([CH3:4])[O:5][C:6]([N:7]([CH3:8])[CH2:9][c:10]1[cH:11][n:12]([S:16](=[O:17])(=[O:18])[c:19]2[cH:20][n:21][cH:22][cH:23][cH:24]2)[c:13]([Br:15])[cH:14]1)=[O:25].[Na+:36].[Na+:37].[O-:38][C:39](=[O:40])[O-:41].[OH:26][B:27]([OH:28])[c:29]1[cH:30][cH:31][c:32]([F:33])[cH:34][cH:35]1.[cH:42]1[cH:43][cH:44][c:45]([P:46]([Pd:47]([P:48]([c:49]2[cH:50][cH:51][cH:52][cH:53][cH:54]2)([c:55]2[cH:56][cH:57][cH:58][cH:59][cH:60]2)[c:61]2[cH:62][cH:63][cH:64][cH:65][cH:66]2)([P:67]([c:68]2[cH:69][cH:70][cH:71][cH:72][cH:73]2)([c:74]2[cH:75][cH:76][cH:77][cH:78][cH:79]2)[c:80]2[cH:81][cH:82][cH:83][cH:84][cH:85]2)[P:86]([c:87]2[cH:88][cH:89][cH:90][cH:91][cH:92]2)([c:93]2[cH:94][cH:95][cH:96][cH:97][cH:98]2)[c:99]2[cH:100][cH:101][cH:102][cH:103][cH:104]2)([c:105]2[cH:106][cH:107][cH:108][cH:109][cH:110]2)[c:111]2[cH:112][cH:113][cH:114][cH:115][cH:116]2)[cH:117][cH:118]1>>[C:1]([CH3:2])([CH3:3])([CH3:4])[O:5][C:6]([N:7]([CH3:8])[CH2:9][c:10]1[cH:11][n:12]([S:16](=[O:17])(=[O:18])[c:19]2[cH:20][n:21][cH:22][cH:23][cH:24]2)[c:13](-[c:29]2[cH:30][cH:31][c:32]([F:33])[cH:34][cH:35]2)[cH:14]1)=[O:25].